This data is from the Open Reaction Database (ORD), a public repository of structured organic reaction records. The task is: describe an organic reaction: reactants, conditions, products, and yield Starting materials: COC(=O)C1=C(C)NC(C)=C(C(=O)OCCc2ccc(OCC3COC(C)(C)O3)cc2)C1c1cccc([N+](=O)[O-])c1, CC(C)=O, Cl, O. Product: COC(=O)C1=C(C)NC(C)=C(C(=O)OCCc2ccc(OCC(O)CO)cc2)C1c1cccc([N+](=O)[O-])c1. As a reaction SMILES: [CH3:1][C:2]1=[C:7]([C:8](=[O:9])[O:10][CH3:11])[CH:6]([c:12]2[cH:13][c:14]([N+:18](=[O:19])[O-:20])[cH:15][cH:16][cH:17]2)[C:5]([C:21](=[O:22])[O:23][CH2:24][CH2:25][c:26]2[cH:27][cH:28][c:29]([O:32][CH2:33][CH:34]3[O:35][C:36]([CH3:39])([CH3:40])[O:37][CH2:38]3)[cH:30][cH:31]2)=[C:4]([CH3:41])[NH:3]1.[CH3:43][C:44](=[O:45])[CH3:46].[ClH:42].[OH2:47]>>[CH3:1][C:2]1=[C:7]([C:8](=[O:9])[O:10][CH3:11])[CH:6]([c:12]2[cH:13][c:14]([N+:18](=[O:19])[O-:20])[cH:15][cH:16][cH:17]2)[C:5]([C:21](=[O:22])[O:23][CH2:24][CH2:25][c:26]2[cH:27][cH:28][c:29]([O:32][CH2:33][CH:34]([OH:35])[CH2:38][OH:37])[cH:30][cH:31]2)=[C:4]([CH3:41])[NH:3]1.